Dataset: the Open Reaction Database (ORD), a public repository of structured organic reaction records. Task: describe an organic reaction: reactants, conditions, products, and yield Starting materials: C(#N)C=1C=C(C=CC1OC(C)C)C1=NC(=NO1)C1=C2CC[C@H](C2=CC=C1)NS(=O)(=O)CC(=O)OC ((R)-methyl 2-(N-(4-(5-(3-cyano-4-isopropoxyphenyl)-1,2,4-oxadiazol-3-yl)-2,3-dihydro-1H-inden-1-yl)sulfamoyl)acetate), [OH-].[Na+] (NaOH). Run in CO (MeOH). Conditions: time 24 hour. Product: C(#N)C=1C=C(C=CC1OC(C)C)C1=NC(=NO1)C1=C2CC[C@H](C2=CC=C1)NS(=O)(=O)CC(=O)O ((R)-2-(N-(4-(5-(3-cyano-4-isopropoxyphenyl)-1,2,4-oxadiazol-3-yl)-2,3-dihydro-1H-inden-1-yl)sulfamoyl)acetic acid). Isolated yield 90.7%. RXN SMILES: [C:1]([C:3]1[CH:4]=[C:5]([C:13]2[O:17][N:16]=[C:15]([C:18]3[CH:26]=[CH:25][CH:24]=[C:23]4[C:19]=3[CH2:20][CH2:21][C@H:22]4[NH:27][S:28]([CH2:31][C:32]([O:34]C)=[O:33])(=[O:30])=[O:29])[N:14]=2)[CH:6]=[CH:7][C:8]=1[O:9][CH:10]([CH3:12])[CH3:11])#[N:2].[OH-].[Na+]>CO>[C:1]([C:3]1[CH:4]=[C:5]([C:13]2[O:17][N:16]=[C:15]([C:18]3[CH:26]=[CH:25][CH:24]=[C:23]4[C:19]=3[CH2:20][CH2:21][C@H:22]4[NH:27][S:28]([CH2:31][C:32]([OH:34])=[O:33])(=[O:29])=[O:30])[N:14]=2)[CH:6]=[CH:7][C:8]=1[O:9][CH:10]([CH3:12])[CH3:11])#[N:2] |f:1.2|. Reported procedure: Prepared using General Procedure 17: To a stirred solution of (R)-methyl 2-(N-(4-(5-(3-cyano-4-isopropoxyphenyl)-1,2,4-oxadiazol-3-yl)-2,3-dihydro-1H-inden-1-yl)sulfamoyl)acetate (0.40 g, 0.8 mmol) in MeOH (4 mL) was added 6N NaOH (0.27 mL). After 24 h, the crude reaction was concentrated then partitioned between DCM/IPA and 1N HCl. The organic layer was dried over MgSO4 and concentrated to give 0.35 g (91%) of (R)-2-(N-(4-(5-(3-cyano-4-isopropoxyphenyl)-1,2,4-oxadiazol-3-yl)-2,3-dihydro-1H-inde...